From a dataset of the Open Reaction Database (ORD), a public repository of structured organic reaction records. describe an organic reaction: reactants, conditions, products, and yield Starting materials: COc1ccc(C(=O)c2ccc(OC)cc2)cc1, O=C(Cl)C(=O)Cl, COC(=O)c1cc(C(F)(F)F)cc(O)c1O. The product is COC(=O)c1cc(C(F)(F)F)cc2c1OC(c1ccc(OC)cc1)(c1ccc(OC)cc1)O2. As a reaction SMILES: [CH3:1][O:2][c:3]1[cH:4][cH:5][c:6]([C:7](=[O:8])[c:9]2[cH:10][cH:11][c:12]([O:15][CH3:16])[cH:13][cH:14]2)[cH:17][cH:18]1.[Cl:19][C:20]([C:21]([Cl:22])=[O:23])=[O:24].[OH:25][c:26]1[c:27]([C:28](=[O:29])[O:30][CH3:31])[cH:32][c:33]([C:37]([F:38])([F:39])[F:40])[cH:34][c:35]1[OH:36]>>[CH3:1][O:2][c:3]1[cH:4][cH:5][c:6]([C:7]2([c:9]3[cH:10][cH:11][c:12]([O:15][CH3:16])[cH:13][cH:14]3)[O:8][c:26]3[c:27]([C:28](=[O:29])[O:30][CH3:31])[cH:32][c:33]([C:37]([F:38])([F:39])[F:40])[cH:34][c:35]3[O:36]2)[cH:17][cH:18]1. Reactants: C(C)(=O)O[BH-](OC(C)=O)OC(C)=O.[Na+] (Sodium triacetoxyborohydride), COC=1C=C(C=O)C=CC1 (3-methoxybenzaldehyde), FC(C(=O)O)(F)F.ClC=1C=C(OC2CCN(CC2)CCN)C=CC1Cl (2-[4-(3,4-Dichlorophenoxy)-1-piperidinyl]ethylamine trifluoroacetate), Cl (hydrogen chloride), C(=O)(O)[O-].[Na+] (NaHCO3). Solvent: C(C)N(CC)CC (triethylamine), CN(C)C=O (DMF), ClCCCl (1,2-dichloroethane), C(Cl)(Cl)Cl (Chloroform). Yields the product Cl.Cl.ClC=1C=C(OC2CCN(CC2)CCNCC2=CC(=CC=C2)OC)C=CC1Cl (N-{2-[4-(3,4-Dichlorophenoxy)-1-piperidinyl]ethyl}-N-(3-methoxybenzyl)amine dihydrochloride). Reaction SMILES: FC(F)(F)C(O)=O.[Cl:8][C:9]1[CH:10]=[C:11]([CH:22]=[CH:23][C:24]=1[Cl:25])[O:12][CH:13]1[CH2:18][CH2:17][N:16]([CH2:19][CH2:20][NH2:21])[CH2:15][CH2:14]1.C(O[BH-](OC(=O)C)OC(=O)C)(=O)C.[Na+].[CH3:40][O:41][C:42]1[CH:43]=[C:44]([CH:47]=[CH:48][CH:49]=1)[CH:45]=O.C([O-])(O)=O.[Na+].[ClH:55]>CN(C=O)C.ClCCCl.C(Cl)(Cl)Cl.C(N(CC)CC)C>[ClH:8].[ClH:55].[Cl:8][C:9]1[CH:10]=[C:11]([CH:22]=[CH:23][C:24]=1[Cl:25])[O:12][CH:13]1[CH2:14][CH2:15][N:16]([CH2:19][CH2:20][NH:21][CH2:45][C:44]2[CH:47]=[CH:48][CH:49]=[C:42]([O:41][CH3:40])[CH:43]=2)[CH2:17][CH2:18]1 |f:0.1,2.3,5.6,12.13.14|. Procedure details: A suspension of the product of Example 1 step (iv) (0.11 g) in a mixture of DMF (1.5 ml) and 1,2-dichloroethane (3 ml) was stirred under an atmosphere of nitrogen. Sodium triacetoxyborohydride (0.097 g), 3-methoxybenzaldehyde (0.041 g) and triethylamine (0.046 g) were added and the mixture stirred for 18 hours at room temperature. Chloroform and aqueous NaHCO3 solution were added, the organic phase separated, dried and concentrated to a gum. Purification by chromatography (chloroform:triethylami... Reactants: C(CCC)OC(=O)C=1C(=C2C(=C(N1)CC)SN=C2C)O (7-Ethyl-4-hydroxy-3-methyl-isothiazolo[5,4-c]pyridine-5-carboxylic acid butyl ester), NCC(=O)O (glycine). The product is C(C)C=1N=C(C(=C2C1SN=C2C)O)C(=O)NCC(=O)O ([(7-Ethyl-4-hydroxy-3-methyl-isothiazolo[5,4-c]pyridine-5-carbonyl)-amino]-acetic acid). As a reaction SMILES: C(O[C:6]([C:8]1[C:9]([OH:20])=[C:10]2[C:18]([CH3:19])=[N:17][S:16][C:11]2=[C:12]([CH2:14][CH3:15])[N:13]=1)=[O:7])CCC.[NH2:21][CH2:22][C:23]([OH:25])=[O:24]>>[CH2:14]([C:12]1[N:13]=[C:8]([C:6]([NH:21][CH2:22][C:23]([OH:25])=[O:24])=[O:7])[C:9]([OH:20])=[C:10]2[C:18]([CH3:19])=[N:17][S:16][C:11]=12)[CH3:15]. Procedure: The title compound was synthesized in analogy to Example 1 from 7-Ethyl-4-hydroxy-3-methyl-isothiazolo[5,4-c]pyridine-5-carboxylic acid butyl ester and glycine: MS (m/z) 296.2 (M+1). Starting materials: COC(=O)c1ccc(CBr)c(Br)c1, CC(=O)[O-], CCOC(C)=O, CN(C)C=O, [K+], O. Yields the product COC(=O)c1ccc(COC(C)=O)c(Br)c1. RXN SMILES: [Br:1][c:2]1[cH:3][c:4]([C:5](=[O:6])[O:7][CH3:8])[cH:9][cH:10][c:11]1[CH2:12][Br:13].[CH3:15][C:16]([O-:17])=[O:18].[CH3:20][CH2:21][O:22][C:23](=[O:24])[CH3:25].[CH3:26][N:27]([CH3:28])[CH:29]=[O:30].[K+:14].[OH2:19]>>[Br:1][c:2]1[cH:3][c:4]([C:5](=[O:6])[O:7][CH3:8])[cH:9][cH:10][c:11]1[CH2:12][O:18][C:16]([CH3:15])=[O:17]. The reactants are CN(C)CC1=CC=C(O1)CSCCN (2-[[[5-(Dimethylamino)methyl-2-furanyl]methyl]thio]ethanamine), CSC(C[N+](=O)[O-])SC (1,1-bis(methylthio)-2-nitroethane). Run in C(C)#N (acetonitrile). The product is CN(C)CC1=CC=C(O1)CSCCNC(=C[N+](=O)[O-])NCCOC (N-[2-[[[5-(dimethylamino)methyl-2-furanyl]methyl]thio]ethyl]-N'-(2-methoxyethyl)-2-nitro-1,1-ethenediamine). Yield: 55.9%. RXN SMILES: [CH3:1][N:2]([CH2:4][C:5]1[O:9][C:8]([CH2:10][S:11][CH2:12][CH2:13][NH2:14])=[CH:7][CH:6]=1)[CH3:3].CS[CH:17](SC)[CH2:18][N+:19]([O-:21])=[O:20]>C(#N)C>[CH3:3][N:2]([CH2:4][C:5]1[O:9][C:8]([CH2:10][S:11][CH2:12][CH2:13][NH:14][C:17]([NH:2][CH2:4][CH2:5][O:9][CH3:8])=[CH:18][N+:19]([O-:21])=[O:20])=[CH:7][CH:6]=1)[CH3:1]. Procedure details: 2-[[[5-(Dimethylamino)methyl-2-furanyl]methyl]thio]ethanamine (2.14 g) and 1,1-bis(methylthio)-2-nitroethane (1.65 g) were refluxed in acetonitrile for 8 hr. Solvents were removed and an ethanolic solution of 2-methoxyethylamine (0.75 g) added. After refluxing for a further 8 hr, removal of solvents gave an oil. This was purified by column chromatography to give N-[2-[[[5-(dimethylamino)methyl-2-furanyl]methyl]thio]ethyl]-N'-(2-methoxyethyl)-2-nitro-1,1-ethenediamine (1.0 g). NMR τ(CDCl3) 7.73 s... The reactants are BrC1=CC=C(CC=2N(C=C(N2)C2=C(C=C(C=C2)Cl)Cl)C2=CC=C(C=C2)N2CC(NS2(=O)=O)=O)C=C1 (5-{-4-[2-(4-Bromo-benzyl)-4-(2,4-dichloro-phenyl)-imidazol-1-yl]-phenyl}-1,2,5-thiadiazolidine-3-one-1,1-dioxide), ClC1=NC=C(C=C1)B(O)O (2-chloro-5-pyridine-boronic acid). Product: ClC1=CC=C(C=N1)C1=CC=C(CC=2N(C=C(N2)C2=C(C=C(C=C2)Cl)Cl)C2=CC=C(C=C2)N2CC(NS2(=O)=O)=O)C=C1 (5-{-4-[2-[4-(6-chloro-pyridin-3-yl)-benzyl]-4-(2,4-dichloro-phenyl)-imidazol-1-yl]-phenyl}-1,2,5-thiadiazolidine-3-one-1,1-dioxide). As a reaction SMILES: Br[C:2]1[CH:35]=[CH:34][C:5]([CH2:6][C:7]2[N:8]([C:20]3[CH:25]=[CH:24][C:23]([N:26]4[S:30](=[O:32])(=[O:31])[NH:29][C:28](=[O:33])[CH2:27]4)=[CH:22][CH:21]=3)[CH:9]=[C:10]([C:12]3[CH:17]=[CH:16][C:15]([Cl:18])=[CH:14][C:13]=3[Cl:19])[N:11]=2)=[CH:4][CH:3]=1.[Cl:36][C:37]1[CH:42]=[CH:41][C:40](B(O)O)=[CH:39][N:38]=1>>[Cl:36][C:37]1[N:38]=[CH:39][C:40]([C:2]2[CH:35]=[CH:34][C:5]([CH2:6][C:7]3[N:8]([C:20]4[CH:25]=[CH:24][C:23]([N:26]5[S:30](=[O:32])(=[O:31])[NH:29][C:28](=[O:33])[CH2:27]5)=[CH:22][CH:21]=4)[CH:9]=[C:10]([C:12]4[CH:17]=[CH:16][C:15]([Cl:18])=[CH:14][C:13]=4[Cl:19])[N:11]=3)=[CH:4][CH:3]=2)=[CH:41][CH:42]=1. Procedure: 5-{-4-[2-(4-Bromo-benzyl)-4-(2,4-dichloro-phenyl)-imidazol-1-yl]-phenyl}-1,2,5-thiadiazolidine-3-one-1,1-dioxide (592 mg, 1 mmol) was treated as described in general procedure G using 2-chloro-5-pyridine-boronic acid (315 mg, 2 mmol) to give 5-{-4-[2-[4-(6-chloro-pyridin-3-yl)-benzyl]-4-(2,4-dichloro-phenyl)-imidazol-1-yl]-phenyl}-1,2,5-thiadiazolidine-3-one-1,1-dioxide. Starting materials: C(C(=O)Cl)(=O)Cl (Oxalyl chloride), C(C)(C)(C)OC(N(CC1CCNCC1)C1CC1)=O (cyclopropyl-piperidin-4-ylmethyl-carbamic acid tert-butyl ester), COC(C1=CC(=C(C=C1)CCC(=O)O)C)=O (4-(2-carboxy-ethyl)-3-methyl-benzoic acid methyl ester), CCN(C(C)C)C(C)C (DIEA). The solvent is ClCCl (dichloromethane), CN(C)C=O (DMF), ClCCl (dichloromethane), ClCCl (dichloromethane). Conditions: time 1 hour. The product is COC(C1=CC(=C(C=C1)CCC(=O)N1CCC(CC1)CN(C1CC1)C(=O)OC(C)(C)C)C)=O (4-(3-{4-[(tert-Butoxycarbonyl-cyclopropyl-amino)-methyl]-piperidin-1-yl}-3-oxo-propyl)-3-methyl-benzoic Acid Methyl Ester). Isolated yield 43.0%. RXN SMILES: C(Cl)(=O)C(Cl)=O.[CH3:7][O:8][C:9](=[O:22])[C:10]1[CH:15]=[CH:14][C:13]([CH2:16][CH2:17][C:18]([OH:20])=O)=[C:12]([CH3:21])[CH:11]=1.CCN(C(C)C)C(C)C.[C:32]([O:36][C:37](=[O:49])[N:38]([CH:46]1[CH2:48][CH2:47]1)[CH2:39][CH:40]1[CH2:45][CH2:44][NH:43][CH2:42][CH2:41]1)([CH3:35])([CH3:34])[CH3:33]>ClCCl.CN(C=O)C>[CH3:7][O:8][C:9](=[O:22])[C:10]1[CH:15]=[CH:14][C:13]([CH2:16][CH2:17][C:18]([N:43]2[CH2:42][CH2:41][CH:40]([CH2:39][N:38]([C:37]([O:36][C:32]([CH3:35])([CH3:34])[CH3:33])=[O:49])[CH:46]3[CH2:48][CH2:47]3)[CH2:45][CH2:44]2)=[O:20])=[C:12]([CH3:21])[CH:11]=1. Reported procedure: Oxalyl chloride (1.26 ml, 14.4 mmol) was added to a solution of 4-(2-carboxy-ethyl)-3-methyl-benzoic acid methyl ester from Example E30.3 (1.60 g, 7.2 mmol) in dichloromethane (50 ml) and few drops of DMF. The mixture was stirred for 1 h at room temperature, concentrated in vacuo and azeotroped with toluene. The residue was dissolved in dichloromethane (50 ml) and DIEA (2.5 ml, 14.4 mmol) and cyclopropyl-piperidin-4-ylmethyl-carbamic acid tert-butyl ester from Example E38 (1.83 g, 7.2 mmol) in d... The reactants are COC(=O)C1=C(O)c2ccc3ccccc3c2S(=O)(=O)N1C, Nc1ncccc1O. The product is CN1C(C(=O)Nc2ncccc2O)=C(O)c2ccc3ccccc3c2S1(=O)=O. Reaction SMILES: [CH3:1][O:2][C:3](=[O:4])[C:5]1=[C:10]([OH:11])[c:9]2[c:8]([c:19]3[c:14]([cH:13][cH:12]2)[cH:15][cH:16][cH:17][cH:18]3)[S:7](=[O:20])(=[O:21])[N:6]1[CH3:22].[NH2:23][c:24]1[n:25][cH:26][cH:27][cH:28][c:29]1[OH:30]>>[C:3](=[O:4])([C:5]1=[C:10]([OH:11])[c:9]2[c:8]([c:19]3[c:14]([cH:13][cH:12]2)[cH:15][cH:16][cH:17][cH:18]3)[S:7](=[O:20])(=[O:21])[N:6]1[CH3:22])[NH:23][c:24]1[n:25][cH:26][cH:27][cH:28][c:29]1[OH:30]. The reactants are COC(CC(C(=O)CBr)Br)=O (3,5-dibromolevulinic acid methyl ester), COC(CCC(=O)C)=O (levulinic acid methyl ester), COC(CC(C(=O)C)Br)=O (3-bromolevulinic acid methyl ester), COC(CCC(=O)CBr)=O (5-bromolevulinic acid methyl ester), mixture. The reagents and catalysts are [H][H] (hydrogen). The solvent is [H][H] (hydrogen), CO (methanol). Run at time 5 hour. Product: Br (hydrogen bromide), COC(CCC(=O)C)=O (levulinic acid methyl ester). RXN SMILES: [CH3:1][O:2][C:3](=[O:10])[CH2:4][CH:5]([Br:9])[C:6]([CH3:8])=[O:7].COC(=O)CCC(CBr)=O.COC(=O)CC(Br)C(CBr)=O.COC(=O)CCC(C)=O>CO.[H][H]>[BrH:9].[CH3:1][O:2][C:3](=[O:10])[CH2:4][CH2:5][C:6]([CH3:8])=[O:7]. Reported procedure: Distillation of the solvent from the combined mother liquors obtained from the low-temperature crystallisation of 5-bromolevulinic acid methyl ester according to Example 1 in vacuo afforded a mixture consisting of 3-bromolevulinic acid methyl ester (61%), 5-bromolevulinic acid methyl ester (23%), 3,5-dibromolevulinic acid methyl ester (8%) and levulinic acid methyl ester (8%). The mixture (5 g) was dissolved in bulk grade methanol (20 ml), a hydrogen catalyst (palladium on carbon) was then added...